This data is from the Open Reaction Database (ORD), a public repository of structured organic reaction records. The task is: describe an organic reaction: reactants, conditions, products, and yield Starting materials: C1(=CC=CC=C1)C1=NC2=CC=C(C=C2N=C1N1CCNCC1)C(=O)OC (methyl 2-phenyl-3-(piperazin-1-yl)quinoxaline-6-carboxylate), CCN(C(C)C)C(C)C (DIEA), CS(=O)(=O)Cl (methanesulfonyl chloride). Run in C(Cl)Cl (DCM). Reaction conditions: time 8 hour. The product is CS(=O)(=O)N1CCN(CC1)C=1C(=NC2=CC=C(C=C2N1)C(=O)OC)C1=CC=CC=C1 (Methyl 3-(4-(methylsulfonyl)piperazin-1-yl)-2-phenylquinoxaline-6-carboxylate). As a reaction SMILES: [C:1]1([C:7]2[C:16]([N:17]3[CH2:22][CH2:21][NH:20][CH2:19][CH2:18]3)=[N:15][C:14]3[C:9](=[CH:10][CH:11]=[C:12]([C:23]([O:25][CH3:26])=[O:24])[CH:13]=3)[N:8]=2)[CH:6]=[CH:5][CH:4]=[CH:3][CH:2]=1.CCN(C(C)C)C(C)C.[CH3:36][S:37](Cl)(=[O:39])=[O:38]>C(Cl)Cl>[CH3:36][S:37]([N:20]1[CH2:19][CH2:18][N:17]([C:16]2[C:7]([C:1]3[CH:2]=[CH:3][CH:4]=[CH:5][CH:6]=3)=[N:8][C:9]3[C:14]([N:15]=2)=[CH:13][C:12]([C:23]([O:25][CH3:26])=[O:24])=[CH:11][CH:10]=3)[CH2:22][CH2:21]1)(=[O:39])=[O:38]. Procedure details: Into a 100-mL round-bottom flask, was placed a solution of methyl 2-phenyl-3-(piperazin-1-yl)quinoxaline-6-carboxylate (150 mg, 0.43 mmol, 1.00 equiv), DIEA (3 mL) in DCM (15 mL). This was followed by the addition of methanesulfonyl chloride (0.5 mL) at 0° C. The resulting solution was stirred overnight at room temperature. The reaction was washed by sat. NaCl and concentrated under vacuum. This resulted in 0.17 g (93%) of methyl 3-(4-(methylsulfonyl)piperazin-1-yl)-2-phenylquinoxaline-6-carboxy... The reactants are Cl.COC(CN)=O (Amino-acetic acid methyl ester hydrochloride), [BH-](OC(=O)C)(OC(=O)C)OC(=O)C.[Na+] (NaBH(OAc)3), C(C)(C)(C)OC(NC(C=O)(C)C)=O ((1,1-dimethyl-2-oxo-ethyl)-carbamic acid tert-butyl ester), C(C)(C)(C)OC(NC(C=O)(C)C)=O ((1,1-dimethyl-2-oxo-ethyl)-carbamic acid tert-butyl ester), amine, C(=O)(O)[O-].[Na+] (NaHCO3). Solvent: C(Cl)Cl (DCM), CCN(CC)CC (Et3N), C(Cl)Cl (DCM). Reaction conditions: time 15 minute. Yields the product COC(CNCC(C)(C)NC(=O)OC(C)(C)C)=O ((2-tert-butoxy carbonylamino-2-methyl-propylamino)-acetic acid methyl ester). Yield: 65.7%. As a reaction SMILES: Cl.[CH3:2][O:3][C:4](=[O:7])[CH2:5][NH2:6].[C:8]([O:12][C:13](=[O:20])[NH:14][C:15]([CH3:19])([CH3:18])[CH:16]=O)([CH3:11])([CH3:10])[CH3:9].[BH-](OC(C)=O)(OC(C)=O)OC(C)=O.[Na+].C([O-])(O)=O.[Na+]>C(Cl)Cl.CCN(CC)CC>[CH3:2][O:3][C:4](=[O:7])[CH2:5][NH:6][CH2:19][C:15]([NH:14][C:13]([O:12][C:8]([CH3:11])([CH3:10])[CH3:9])=[O:20])([CH3:16])[CH3:18] |f:0.1,3.4,5.6|. Reported procedure: Amino-acetic acid methyl ester hydrochloride (80.6 g) and Et3N (160 mL) were dissolved in DCM (1000 mL) and stirred for 15 min to liberate the amine from the salt. Then a solution of 1,1-dimethyl-2-oxo-ethyl)-carbamic acid tert-butyl ester (compound M; 29.0 g) in DCM (600 mL) was added. The resulting mixture was stirred for 0.5 hour at ambient temperature before NaBH(OAc)3 (102 g) was added and the mixture was stirred at ambient temperature overnight. Sat. aqueous NaHCO3 was added. The aqueous l... Yields the product COC=1C=C(C=C(C1)C(F)(F)F)NC(N)=O (3-(3-methoxy-5-(trifluoromethyl)phenyl)urea). Run at temperature 50 celsius, time 8 hour. Solvent: C1CCOC1 (THF), CCOC(=O)C (EtOAc). As a reaction SMILES: COC1C=C2C(=CC=1OC)N=C[N:7]=C2SC1C=C(C=CC=1)N.[CH3:23][O:24][C:25]1[CH:26]=[C:27]([NH:35][C:36](=[O:44])OC2C=CC=CC=2)[CH:28]=[C:29]([C:31]([F:34])([F:33])[F:32])[CH:30]=1.C(N(C(C)C)CC)(C)C>C1COCC1.CN(C)C1C=CN=CC=1.CCOC(C)=O>[CH3:23][O:24][C:25]1[CH:26]=[C:27]([NH:35][C:36](=[O:44])[NH2:7])[CH:28]=[C:29]([C:31]([F:34])([F:33])[F:32])[CH:30]=1. The reagents and catalysts are CN(C1=CC=NC=C1)C (4-dimethylaminopyridine). Yield: 56.0%. Procedure: To 3-(6,7-dimethoxyquinazolin-4-ylthio)aniline from the previous step (94 mg, 0.3 mmol) in THF (3 mL) was added phenyl 3-methoxy-5-(trifluoromethyl)phenylcarbamate from Example 115A (140 mg, 0.45 mmol), diisopropylethylamine (80 uL, 0.45 mmol), and 4-dimethylaminopyridine (4 mg, 0.03 mmol). The solution was stirred at 50° C. overnight, allowed to cool to room temperature, and diluted with EtOAc. The solid was then filtered to give 14346,7-dimethoxyquinazolin-4-ylthio)phenyl)-3-(3-methoxy-5-(trif... Starting materials: COC=1C=C2C(=NC=NC2=CC1OC)SC=1C=C(N)C=CC1 (3-(6,7-dimethoxyquinazolin-4-ylthio)aniline), COC=1C=C(C=C(C1)C(F)(F)F)NC(OC1=CC=CC=C1)=O (phenyl 3-methoxy-5-(trifluoromethyl)phenylcarbamate), C(C)(C)N(CC)C(C)C (diisopropylethylamine). The reactants are ClC(=O)OC1=CC=CC=C1 (phenyl chloroformate), Br.CN1CCC2(CC1)SC(C1=C2C=CC=C1)C1=CC(=CC=C1)C (1,3-dihydro-1'-methyl-3-(3-methylphenyl)spiro[benzo(c)thiophene-1,4'-piperidine] hydrobromide). Run in ClCCl (dichloromethane), ClCCl (dichloromethane), ClCCl (dichloromethane). Run at time 21 hour. The product is CC=1C=C(C=CC1)C1C2=C(C=CC=C2)C2(CCN(CC2)C(=O)OC2=CC=CC=C2)S1 (1,3-dihydro-3-(3-methylphenyl)-1'-phenoxycarbonylspiro[benzo(c)-thiophene-1,4'-piperidine]). As a reaction SMILES: Cl[C:2]([O:4][C:5]1[CH:10]=[CH:9][CH:8]=[CH:7][CH:6]=1)=[O:3].Br.C[N:13]1[CH2:18][CH2:17][C:16]2([C:22]3[CH:23]=[CH:24][CH:25]=[CH:26][C:21]=3[CH:20]([C:27]3[CH:32]=[CH:31][CH:30]=[C:29]([CH3:33])[CH:28]=3)[S:19]2)[CH2:15][CH2:14]1>ClCCl>[CH3:33][C:29]1[CH:28]=[C:27]([CH:20]2[S:19][C:16]3([CH2:17][CH2:18][N:13]([C:2]([O:4][C:5]4[CH:10]=[CH:9][CH:8]=[CH:7][CH:6]=4)=[O:3])[CH2:14][CH2:15]3)[C:22]3[CH:23]=[CH:24][CH:25]=[CH:26][C:21]2=3)[CH:32]=[CH:31][CH:30]=1 |f:1.2|. Procedure details: To 1.81 g of phenyl chloroformate in 40 ml of dichloromethane is added a solution of 2.98 g of the free base 1,3-dihydro-1'-methyl-3-(3-methylphenyl)spiro[benzo(c)thiophene-1,4'-piperidine] of Example 41 in 35 ml of dichloromethane over 5 minutes. The reaction is stirred at ambient temperature for 21 hours The reactionn is then diluted with 100 ml of dichloromethane; washed with two 150 ml portions of 5% aqueous sodium hydroxide solution, two 100 ml portions of water and one 50 ml portion of bri...